This data is from the Open Reaction Database (ORD), a public repository of structured organic reaction records. The task is: describe an organic reaction: reactants, conditions, products, and yield Reactants: N1(CCNCC1)C1=CC(=C2C(=N1)CCCCCC2)C2=CC=C(C=C2)F (2-(1-piperazinyl)-4-(4-fluorophenyl)-5,6,7,8,9,10-hexahydrocycloocta[b]pyridine), CCCBr (n-propyl bromide), C([O-])([O-])=O.[K+].[K+] (potassium carbonate), [I-].[K+] (potassium iodide). Solvent: CO (methanol). The product is dimaleate, C(CC)N1CCN(CC1)C1=CC(=C2C(=N1)CCCCCC2)C2=CC=C(C=C2)F (2-(4-n-propyl-1-piperazinyl)-4-(4-fluorophenyl)-5,6,7,8,9,10-hexahydrocycloocta[b]pyridine). Isolated yield 38.1%. As a reaction SMILES: [N:1]1([C:7]2[N:12]=[C:11]3[CH2:13][CH2:14][CH2:15][CH2:16][CH2:17][CH2:18][C:10]3=[C:9]([C:19]3[CH:24]=[CH:23][C:22]([F:25])=[CH:21][CH:20]=3)[CH:8]=2)[CH2:6][CH2:5][NH:4][CH2:3][CH2:2]1.[CH3:26][CH2:27][CH2:28]Br.C(=O)([O-])[O-].[K+].[K+].[I-].[K+]>CO>[CH2:26]([N:4]1[CH2:5][CH2:6][N:1]([C:7]2[N:12]=[C:11]3[CH2:13][CH2:14][CH2:15][CH2:16][CH2:17][CH2:18][C:10]3=[C:9]([C:19]3[CH:24]=[CH:23][C:22]([F:25])=[CH:21][CH:20]=3)[CH:8]=2)[CH2:2][CH2:3]1)[CH2:27][CH3:28] |f:2.3.4,5.6|. Procedure: A mixture of 2-(1-piperazinyl)-4-(4-fluorophenyl)-5,6,7,8,9,10-hexahydrocycloocta[b]pyridine (1.4 g), n-propyl bromide (0.56 g), potassium carbonate (0.68 g), potassium iodide (0.1 g) and methanol (50 ml) is refluxed for 15 hours. The reaction mixture is concentrated under reduced pressure and thereto is added water. The mixture is extracted with ethyl acetate, washed with water, dried over anhydrous sodium sulfate, and the solvent is distilled off under reduced pressure. To the residue is added... The reactants are C1CCOC1, Cl, CCOC(=O)C(Cc1cccc(OC)c1)N=C(c1ccccc1)c1ccccc1. Yields the product CCOC(=O)C(N)Cc1cccc(OC)c1. RXN SMILES: [CH2:31]1[O:32][CH2:33][CH2:34][CH2:35]1.[ClH:30].[c:1]1([C:2]([c:3]2[cH:4][cH:5][cH:6][cH:7][cH:24]2)=[N:8][CH:9]([CH2:10][c:11]2[cH:12][c:13]([O:17][CH3:18])[cH:14][cH:15][cH:16]2)[C:19](=[O:20])[O:21][CH2:22][CH3:23])[cH:25][cH:26][cH:27][cH:28][cH:29]1>>[NH2:8][CH:9]([CH2:10][c:11]1[cH:12][c:13]([O:17][CH3:18])[cH:14][cH:15][cH:16]1)[C:19](=[O:20])[O:21][CH2:22][CH3:23]. Starting materials: CCCCCCCCCC(=O)Cl, CC#N, O=C1CC2(CCC(O)C2)CC(=O)N1CCCCBr. The product is CCCCCCCCCC(=O)OC1CCC2(CC(=O)N(CCCCBr)C(=O)C2)C1. RXN SMILES: [C:19]([CH2:20][CH2:21][CH2:22][CH2:23][CH2:24][CH2:25][CH2:26][CH2:27][CH3:28])(=[O:29])[Cl:30].[CH3:31][C:32]#[N:33].[OH:1][CH:2]1[CH2:3][C:4]2([CH2:5][CH2:6]1)[CH2:7][C:8](=[O:18])[N:9]([CH2:13][CH2:14][CH2:15][CH2:16][Br:17])[C:10](=[O:12])[CH2:11]2>>[O:1]([CH:2]1[CH2:3][C:4]2([CH2:5][CH2:6]1)[CH2:7][C:8](=[O:18])[N:9]([CH2:13][CH2:14][CH2:15][CH2:16][Br:17])[C:10](=[O:12])[CH2:11]2)[C:19]([CH2:20][CH2:21][CH2:22][CH2:23][CH2:24][CH2:25][CH2:26][CH2:27][CH3:28])=[O:29]. The reactants are O=Cc1ccc(OCc2ccccc2)cc1O, CC(C)I, [K+], [K+], O=C([O-])[O-], CN(C)C=O, O. Product: CC(C)Oc1cc(OCc2ccccc2)ccc1C=O. RXN SMILES: [CH2:11]([c:12]1[cH:13][cH:14][cH:15][cH:16][cH:17]1)[O:18][c:19]1[cH:20][c:21]([OH:27])[c:22]([CH:23]=[O:24])[cH:25][cH:26]1.[I:7][CH:8]([CH3:9])[CH3:10].[K+:1].[K+:2].[O-:3][C:4]([O-:5])=[O:6].[O:28]=[CH:29][N:30]([CH3:31])[CH3:32].[OH2:33]>>[CH:8]([CH3:9])([CH3:10])[O:27][c:21]1[cH:20][c:19]([O:18][CH2:11][c:12]2[cH:13][cH:14][cH:15][cH:16][cH:17]2)[cH:26][cH:25][c:22]1[CH:23]=[O:24].